describe an organic reaction: reactants, conditions, products, and yield From a dataset of the Open Reaction Database (ORD), a public repository of structured organic reaction records. Starting materials: CC=1C=C2C(NC(=NC2=CC1)N1CCS(C2=C(C1)C=CC=C2)(=O)=O)=O (6-methyl-2-(1,1-dioxido-2,3-dihydro-1,4-benzothiazepin-4(5H)-yl)quinazolin-4(3H)-one), N[C@@H]1CN(C[C@H]1F)C(=O)OCC1=CC=CC=C1 (benzyl trans-3-amino-4-fluoropyrrolidine-1-carboxylate). Yields the product F[C@H]1[C@@H](CNC1)NC1=NC(=NC2=CC=C(C=C12)C)N1CCS(C2=C(C1)C=CC=C2)(=O)=O (N-(trans-4-Fluoropyrrolidin-3-yl)-6-methyl-2-(1,1-dioxido-2,3-dihydro-1,4-benzothiazepin-4(5H)-yl)quinazolin-4-amine). RXN SMILES: [CH3:1][C:2]1[CH:3]=[C:4]2[C:9](=[CH:10][CH:11]=1)[N:8]=[C:7]([N:12]1[CH2:18][C:17]3[CH:19]=[CH:20][CH:21]=[CH:22][C:16]=3[S:15](=[O:24])(=[O:23])[CH2:14][CH2:13]1)[NH:6][C:5]2=O.[NH2:26][C@H:27]1[C@H:31]([F:32])[CH2:30][N:29](C(OCC2C=CC=CC=2)=O)[CH2:28]1>>[F:32][C@@H:31]1[CH2:30][NH:29][CH2:28][C@H:27]1[NH:26][C:5]1[C:4]2[C:9](=[CH:10][CH:11]=[C:2]([CH3:1])[CH:3]=2)[N:8]=[C:7]([N:12]2[CH2:18][C:17]3[CH:19]=[CH:20][CH:21]=[CH:22][C:16]=3[S:15](=[O:23])(=[O:24])[CH2:14][CH2:13]2)[N:6]=1. Procedure details: The title compound was prepared in analogy to Example 92-1 in Scheme 44 by using 6-methyl-2-(1,1-dioxido-2,3-dihydro-1,4-benzothiazepin-4(5H)-yl)quinazolin-4(3H)-one (prepared in analogy to 6-methyl-2-(1-oxido-2,3-dihydro-1,4-benzothiazepin-4(5H)-yl)quinazolin-4(3H)-one in Example 91) and benzyl trans-3-amino-4-fluoropyrrolidine-1-carboxylate. MS obsd. (ESI+) [(M+H)+] 442, 1H NMR (400 MHz, CDCl3) δ ppm 8.40-8.02 (d, J=7.6 Hz, 1 H), 7.83-7.81 (d, J=7.2 Hz, 1 H), 7.52-7.49 (m, 1 H), 7.37-7.35 (d, ... Starting materials: [BH4-].[Na+] (sodium borohydride), COC=1C=C(C=CC1OC)C1CC(=CC(C1)=O)OCC (5-(3,4-Dimethoxyphenyl)-3-ethoxy-2-cyclohexen-1-one), Cl.C(C)(=O)OCC (HCl ethyl acetate). Run in C(C)(=O)OCC (ethyl acetate), C(C)O (ethanol). Reaction conditions: temperature 60 celsius, time 1.5 hour. The product is COC=1C=C(C=CC1OC)C1CC=CC(C1)=O (5-(3,4-dimethoxyphenyl)-2-cyclohexen-1-one). Isolated yield 48.2%. Reaction SMILES: [CH3:1][O:2][C:3]1[CH:4]=[C:5]([CH:11]2[CH2:16][C:15](=O)[CH:14]=[C:13]([O:18]CC)[CH2:12]2)[CH:6]=[CH:7][C:8]=1[O:9][CH3:10].[BH4-].[Na+].Cl.C(OCC)(=O)C>C(O)C.C(OCC)(=O)C>[CH3:1][O:2][C:3]1[CH:4]=[C:5]([CH:11]2[CH2:12][C:13](=[O:18])[CH:14]=[CH:15][CH2:16]2)[CH:6]=[CH:7][C:8]=1[O:9][CH3:10] |f:1.2,3.4|. Procedure details: 5-(3,4-Dimethoxyphenyl)-3-ethoxy-2-cyclohexen-1-one (16.7 g) was dissolved in ethanol (260 ml), and then sodium borohydride (6.88 g) was gradually added and the mixture was stirred at 60° C. for 1.5 hours. After distilling off the reaction solvent under reduced pressure, and subsequent pouring over of ice water, extraction with ethyl acetate and drying with anhydrous magnesium sulfate, the solvent was concentrated under reduced pressure to produce a yellow oily substance. The oily substance was ... Starting materials: CC1=C(C(=O)O)C=CC=C1 (2-methylbenzoic acid), C(C)NCC(C(F)(F)F)(O)CNC1=C2C=NN(C2=CC=C1)C1=CC=C(C=C1)F (3-(ethylamino)-1,1,1-trifluoro-2-({[1-(4-fluorophenyl)-1H-indazol-4-yl]amino}methyl)-2-propanol). The product is C(C)N(C(C1=C(C=CC=C1)C)=O)CC(C(F)(F)F)(O)CNC1=C2C=NN(C2=CC=C1)C1=CC=C(C=C1)F (N-Ethyl-2-methyl-N-[3,3,3-trifluoro-2-({[1-(4-fluorophenyl)-1H-indazol-4-yl]amino}methyl)-2-hydroxypropyl]benzamide). Reaction SMILES: [CH3:1][C:2]1[CH:10]=[CH:9][CH:8]=[CH:7][C:3]=1[C:4]([OH:6])=O.[CH2:11]([NH:13][CH2:14][C:15]([CH2:21][NH:22][C:23]1[CH:31]=[CH:30][CH:29]=[C:28]2[C:24]=1[CH:25]=[N:26][N:27]2[C:32]1[CH:37]=[CH:36][C:35]([F:38])=[CH:34][CH:33]=1)([OH:20])[C:16]([F:19])([F:18])[F:17])[CH3:12]>>[CH2:11]([N:13]([CH2:14][C:15]([CH2:21][NH:22][C:23]1[CH:31]=[CH:30][CH:29]=[C:28]2[C:24]=1[CH:25]=[N:26][N:27]2[C:32]1[CH:33]=[CH:34][C:35]([F:38])=[CH:36][CH:37]=1)([OH:20])[C:16]([F:18])([F:19])[F:17])[C:4](=[O:6])[C:3]1[CH:7]=[CH:8][CH:9]=[CH:10][C:2]=1[CH3:1])[CH3:12]. Reported procedure: Prepared similarly to Example 1 from 2-methylbenzoic acid and 3-(ethylamino)-1,1,1-trifluoro-2-({[1-(4-fluorophenyl)-1H-indazol-4-yl]amino}methyl)-2-propanol. Reactants: C(C1=CC=CC=C1)OC(C(=C)Br)=O (2-bromoprop-2-enoic acid benzyl ester), C1(CCCCC1)C(=S)NN (cyclohexane carbothioic acid hydrazide), C(C)(=O)OCC (Ethyl acetate), N12CCCN=C2CCC1 (1,5-diazabicyclo[4.3.0]non-5-ene). Solvent: C1=CC=CC=C1 (benzene), CN(C=O)C (dimethylformamide). Run at time 20 minute. Yields the product C1(CCCCC1)C=1SCC(NN1)C(=O)OCC1=CC=CC=C1 (Benzyl 2-cyclohexyl-5,6-dihydro-4H-1,3,4-thiadiazine-5-carboxylate). The yield is 49.7%. RXN SMILES: [CH2:1]([O:8][C:9](=[O:13])[C:10](Br)=[CH2:11])[C:2]1[CH:7]=[CH:6][CH:5]=[CH:4][CH:3]=1.[CH:14]1([C:20]([NH:22][NH2:23])=[S:21])[CH2:19][CH2:18][CH2:17][CH2:16][CH2:15]1.N12CCCC1=NCCC2.C(OCC)(=O)C>C1C=CC=CC=1.CN(C)C=O>[CH:14]1([C:20]2[S:21][CH2:11][CH:10]([C:9]([O:8][CH2:1][C:2]3[CH:7]=[CH:6][CH:5]=[CH:4][CH:3]=3)=[O:13])[NH:23][N:22]=2)[CH2:19][CH2:18][CH2:17][CH2:16][CH2:15]1. Procedure: A solution of 2-bromoprop-2-enoic acid benzyl ester (1.68 g) in dry benzene (10.2 ml) was added to cyclohexane carbothioic acid hydrazide (1.0 g) in dry dimethylformamide (10 ml). The mixture was cooled to 0° and stirred, under an atmosphere of nitrogen, during the gradual addition of 1,5-diazabicyclo[4.3.0]non-5-ene (0.78 g) and then for a further 20 minutes at 0°. Ethyl acetate (100 ml) was added and the mixture was washed with brine and dried over magnesium sulphate The solvent was evaporated... The reactants are CO, Cc1ccccc1, CCOC(C)=O, OB(O)C=Cc1ccccc1, C[Si](C)(C)CCOCn1nc(I)c2ccc([N+](=O)[O-])cc21, [Na+], [OH-], O, c1ccc(P(c2ccccc2)(c2ccccc2)[Pd](P(c2ccccc2)(c2ccccc2)c2ccccc2)(P(c2ccccc2)(c2ccccc2)c2ccccc2)P(c2ccccc2)(c2ccccc2)c2ccccc2)cc1. Product: C[Si](C)(C)CCOCn1nc(C=Cc2ccccc2)c2ccc([N+](=O)[O-])cc21. As a reaction SMILES: [CH3:126][OH:127].[CH3:33][c:34]1[cH:35][cH:36][cH:37][cH:38][cH:39]1.[CH3:42][CH2:43][O:44][C:45]([CH3:46])=[O:47].[CH:22](=[CH:23][c:24]1[cH:25][cH:26][cH:27][cH:28][cH:29]1)[B:30]([OH:31])[OH:32].[N+:1](=[O:2])([O-:3])[c:4]1[cH:5][cH:6][c:7]2[c:8]([I:21])[n:9][n:10]([CH2:13][O:14][CH2:15][CH2:16][Si:17]([CH3:18])([CH3:19])[CH3:20])[c:11]2[cH:12]1.[Na+:41].[OH-:40].[OH2:48].[cH:49]1[cH:50][cH:51][c:52]([P:53]([Pd:54]([P:55]([c:56]2[cH:57][cH:58][cH:59][cH:60][cH:61]2)([c:62]2[cH:63][cH:64][cH:65][cH:66][cH:67]2)[c:68]2[cH:69][cH:70][cH:71][cH:72][cH:73]2)([P:74]([c:75]2[cH:76][cH:77][cH:78][cH:79][cH:80]2)([c:81]2[cH:82][cH:83][cH:84][cH:85][cH:86]2)[c:87]2[cH:88][cH:89][cH:90][cH:91][cH:92]2)[P:93]([c:94]2[cH:95][cH:96][cH:97][cH:98][cH:99]2)([c:100]2[cH:101][cH:102][cH:103][cH:104][cH:105]2)[c:106]2[cH:107][cH:108][cH:109][cH:110][cH:111]2)([c:112]2[cH:113][cH:114][cH:115][cH:116][cH:117]2)[c:118]2[cH:119][cH:120][cH:121][cH:122][cH:123]2)[cH:124][cH:125]1>>[N+:1](=[O:2])([O-:3])[c:4]1[cH:5][cH:6][c:7]2[c:8]([CH:22]=[CH:23][c:24]3[cH:25][cH:26][cH:27][cH:28][cH:29]3)[n:9][n:10]([CH2:13][O:14][CH2:15][CH2:16][Si:17]([CH3:18])([CH3:19])[CH3:20])[c:11]2[cH:12]1. RXN SMILES: [C:33](#[N:34])[c:35]1[c:36]([CH2:37][Br:38])[cH:39][cH:40][cH:41][cH:42]1.[CH3:27][S:28]([CH3:29])=[O:30].[Na+:32].[OH-:31].[OH2:43].[OH:1][c:2]1[cH:3][cH:4][c:5]([CH2:8][CH:9]([CH3:10])[NH:11][CH2:12][CH2:13][CH:14]([c:15]2[cH:16][cH:17][cH:18][cH:19][cH:20]2)[c:21]2[cH:22][cH:23][cH:24][cH:25][cH:26]2)[cH:6][cH:7]1>>[O:1]([c:2]1[cH:3][cH:4][c:5]([CH2:8][CH:9]([CH3:10])[NH:11][CH2:12][CH2:13][CH:14]([c:15]2[cH:16][cH:17][cH:18][cH:19][cH:20]2)[c:21]2[cH:22][cH:23][cH:24][cH:25][cH:26]2)[cH:6][cH:7]1)[CH2:37][c:36]1[c:35]([C:33]#[N:34])[cH:42][cH:41][cH:40][cH:39]1. Starting materials: N#Cc1ccccc1CBr, CS(C)=O, [Na+], [OH-], O, CC(Cc1ccc(O)cc1)NCCC(c1ccccc1)c1ccccc1. Product: CC(Cc1ccc(OCc2ccccc2C#N)cc1)NCCC(c1ccccc1)c1ccccc1. The solvent is CN(C=O)C (dimethylformamide), O (water). Reactants: C1(=CC=CC=C1)SC1=CC=C(C=C1)S(=O)(=O)NCC(=O)OC(C)(C)C (N-[[4-(phenylthio)phenyl]sulfonyl]glycine, 1,1-dimethylethyl ester), Cl.ClCCN1CCOCC1 (4-(2-chloroethyl)morpholine hydrochloride), Cl.ClCCN1CCOCC1 (4-(2-chloroethyl)morpholine hydrochloride), C([O-])([O-])=O.[K+].[K+] (potassium carbonate), C(C)(=O)OCC (ethyl acetate), C([O-])([O-])=O.[K+].[K+] (potassium carbonate). The product is C1(=CC=CC=C1)SC1=CC=C(C=C1)S(=O)(=O)N(CC(=O)OC(C)(C)C)CCN1CCOCC1 (N-[[4-(phenylthio)phenyl]sulfonyl]-N-[2-(4-morpholinyl)ethyl]glycine, 1,1-dimethylethyl ester). Procedure details: To a solution of 10 g (26.3 mmol) of N-[[4-(phenylthio)phenyl]sulfonyl]glycine, 1,1-dimethylethyl ester from Example 6a in 50 mL of anhydrous dimethylformamide, was added 9.80 g (52.7 mmol) of 4-(2-chloroethyl)morpholine hydrochloride, followed by 10.9 g (79.0 mmol) of powdered potassium carbonate. The mixture was heated to 50° C. with vigorous stirring and maintained there for 20 hours. A sample was removed and analyzed by HPLC and shown to contain starting material, whereupon 4.90 g (26.3 mmol... As a reaction SMILES: [C:1]1([S:7][C:8]2[CH:13]=[CH:12][C:11]([S:14]([NH:17][CH2:18][C:19]([O:21][C:22]([CH3:25])([CH3:24])[CH3:23])=[O:20])(=[O:16])=[O:15])=[CH:10][CH:9]=2)[CH:6]=[CH:5][CH:4]=[CH:3][CH:2]=1.Cl.Cl[CH2:28][CH2:29][N:30]1[CH2:35][CH2:34][O:33][CH2:32][CH2:31]1.C(=O)([O-])[O-].[K+].[K+].C(OCC)(=O)C>CN(C)C=O.O>[C:1]1([S:7][C:8]2[CH:13]=[CH:12][C:11]([S:14]([N:17]([CH2:28][CH2:29][N:30]3[CH2:35][CH2:34][O:33][CH2:32][CH2:31]3)[CH2:18][C:19]([O:21][C:22]([CH3:25])([CH3:24])[CH3:23])=[O:20])(=[O:15])=[O:16])=[CH:10][CH:9]=2)[CH:2]=[CH:3][CH:4]=[CH:5][CH:6]=1 |f:1.2,3.4.5|. The yield is 99.6%. Run at temperature 50 celsius, time 4 hour. Starting materials: FC1=CC(=C(C=C1)NC([C@H](C)NC1=C2N=CNC2=NC=N1)=O)NC1=NC=CC=C1 ((S)—N-[4-fluoro-2-(pyridin-2-ylamino)phenyl]-2-(9H-purin-6-ylamino)propionamide), FC1=CC(=C(C=C1)NC([C@H](C)NC1=C2N=CNC2=NC=N1)=O)NC1=NC=CC=C1 ((S)—N-[4-fluoro-2-(pyridin-2-ylamino)phenyl]-2-(9H-purin-6-ylamino)propionamide). Solvent: CC(=O)O (AcOH), CC(=O)O (AcOH). Conditions: temperature 80 celsius. Yields the product FC=1C=CC2=C(N(C(=N2)C(C)NC2=C3N=CNC3=NC=N2)C2=NC=CC=C2)C1 ([1-(6-Fluoro-1-pyridin-2-yl-1H-benzoimidazol-2-yl)-ethyl]-(9H-purin-6-yl)-amine). The yield is 53.1%. Reaction SMILES: [F:1][C:2]1[CH:7]=[CH:6][C:5]([NH:8][C:9](=O)[C@@H:10]([NH:12][C:13]2[N:21]=[CH:20][N:19]=[C:18]3[C:14]=2[N:15]=[CH:16][NH:17]3)[CH3:11])=[C:4]([NH:23][C:24]2[CH:29]=[CH:28][CH:27]=[CH:26][N:25]=2)[CH:3]=1>CC(O)=O>[F:1][C:2]1[CH:7]=[CH:6][C:5]2[N:8]=[C:9]([CH:10]([NH:12][C:13]3[N:21]=[CH:20][N:19]=[C:18]4[C:14]=3[N:15]=[CH:16][NH:17]4)[CH3:11])[N:23]([C:24]3[CH:29]=[CH:28][CH:27]=[CH:26][N:25]=3)[C:4]=2[CH:3]=1. Procedure: A mixture of (S)—N-[4-fluoro-2-(pyridin-2-ylamino)phenyl]-2-(9H-purin-6-ylamino)propionamide (130 mg, 0.332 mmol) in AcOH (1 mL) was heated for 2 h at 80° C. A second portion of (S)—N-[4-fluoro-2-(pyridin-2-ylamino)phenyl]-2-(9H-purin-6-ylamino)propionamide (136 mg, 0.347 mmol) in AcOH (5 mL) was heated for 2 h at 100° C. The two crude reaction mixtures were combined and the volatiles removed in vacuo. The resulting residue was partitioned between EtOAc and a saturated aqueous solution of NaHCO3... The reactants are C(C)C=1C=C(C(=NC1)N1CCNCC1)C (1-(5-ethyl-3-methylpyridin-2-yl)piperazine), IC1=CC=C(C(=O)Cl)C=C1 (4-iodobenzoyl chloride). Product: C(C)C=1C=C(C(=NC1)N1CCN(CC1)C(=O)C1=CC=C(C=C1)I)C ([4-(5-ethyl-3-methylpyridin-2-yl)piperazin-1-yl](4-iodophenyl)methanone). Isolated yield 90.5%. RXN SMILES: [CH2:1]([C:3]1[CH:4]=[C:5]([CH3:15])[C:6]([N:9]2[CH2:14][CH2:13][NH:12][CH2:11][CH2:10]2)=[N:7][CH:8]=1)[CH3:2].[I:16][C:17]1[CH:25]=[CH:24][C:20]([C:21](Cl)=[O:22])=[CH:19][CH:18]=1>>[CH2:1]([C:3]1[CH:4]=[C:5]([CH3:15])[C:6]([N:9]2[CH2:10][CH2:11][N:12]([C:21]([C:20]3[CH:24]=[CH:25][C:17]([I:16])=[CH:18][CH:19]=3)=[O:22])[CH2:13][CH2:14]2)=[N:7][CH:8]=1)[CH3:2]. Reported procedure: By reaction and treatment in the same manner as in Preparation Example 161 and using 1-(5-ethyl-3-methylpyridin-2-yl)piperazine (2.46 g) described in Preparation Example 53 and 4-iodobenzoyl chloride (3.36 g), the title compound (4.72 g) was obtained. Reactants: C=CCNC(=O)c1ccc(Cl)cc1Cl, [H-], [Na+], C1CCOC1, Cc1ccc(S(=O)(=O)Cl)cc1. Yields the product C=CCN(C(=O)c1ccc(Cl)cc1Cl)S(=O)(=O)c1ccc(C)cc1. RXN SMILES: [CH2:1]([CH:2]=[CH2:3])[NH:4][C:5]([c:6]1[c:7]([Cl:13])[cH:8][c:9]([Cl:12])[cH:10][cH:11]1)=[O:14].[H-:15].[Na+:16].[O:28]1[CH2:29][CH2:30][CH2:31][CH2:32]1.[c:17]1([CH3:27])[cH:18][cH:19][c:20]([S:23](=[O:24])(=[O:25])[Cl:26])[cH:21][cH:22]1>>[CH2:1]([CH:2]=[CH2:3])[N:4]([C:5]([c:6]1[c:7]([Cl:13])[cH:8][c:9]([Cl:12])[cH:10][cH:11]1)=[O:14])[S:23]([c:20]1[cH:19][cH:18][c:17]([CH3:27])[cH:22][cH:21]1)(=[O:24])=[O:25].